Dataset: the Open Reaction Database (ORD), a public repository of structured organic reaction records. Task: describe an organic reaction: reactants, conditions, products, and yield The reactants are CC(C)(C)[Si](C)(C)OCC1CC(n2ccc3c(NC4CCc5ccccc54)ncnc32)C2OC(=S)OC12, C1CCOC1, CN1CCN(C)P1c1ccccc1. Yields the product CC(C)(C)[Si](C)(C)OCC1C=CC(n2ccc3c(NC4CCc5ccccc54)ncnc32)C1. As a reaction SMILES: [C:1]([CH3:2])([CH3:3])([CH3:4])[Si:5]([O:6][CH2:7][CH:8]1[CH2:9][CH:10]([n:17]2[cH:18][cH:19][c:20]3[c:21]2[n:22][cH:23][n:24][c:25]3[NH:26][CH:27]2[CH2:28][CH2:29][c:30]3[cH:31][cH:32][cH:33][cH:34][c:35]32)[CH:11]2[O:12][C:13](=[S:14])[O:16][CH:15]12)([CH3:36])[CH3:37].[CH2:51]1[O:52][CH2:53][CH2:54][CH2:55]1.[CH3:38][N:39]1[CH2:40][CH2:41][N:42]([CH3:43])[P:44]1[c:45]1[cH:46][cH:47][cH:48][cH:49][cH:50]1>>[C:1]([CH3:2])([CH3:3])([CH3:4])[Si:5]([O:6][CH2:7][CH:8]1[CH2:9][CH:10]([n:17]2[cH:18][cH:19][c:20]3[c:21]2[n:22][cH:23][n:24][c:25]3[NH:26][CH:27]2[CH2:28][CH2:29][c:30]3[cH:31][cH:32][cH:33][cH:34][c:35]32)[CH:11]=[CH:15]1)([CH3:36])[CH3:37].